Dataset: the Open Reaction Database (ORD), a public repository of structured organic reaction records. Task: describe an organic reaction: reactants, conditions, products, and yield RXN SMILES: [NH2:1]/[C:2](=[N:4]\[O:5][C:6]([C:8]1[CH:9]=[C:10]([CH:15]=[CH:16][N:17]=1)[C:11]([O:13][CH3:14])=[O:12])=O)/[CH3:3]>C1(C)C=CC=CC=1>[CH3:3][C:2]1[N:1]=[C:6]([C:8]2[CH:9]=[C:10]([CH:15]=[CH:16][N:17]=2)[C:11]([O:13][CH3:14])=[O:12])[O:5][N:4]=1. Solvent: C1(=CC=CC=C1)C (toluene). The product is CC1=NOC(=N1)C=1C=C(C(=O)OC)C=CN1 (methyl 2-(3-methyl-1,2,4-oxadiazol-5-yl)isonicotinate). Reactants: N\C(\C)=N/OC(=O)C=1C=C(C(=O)OC)C=CN1 ((Z)-methyl 2-((1-aminoethylideneaminooxy)carbonyl)isonicotinate). Reported procedure: A solution of (Z)-methyl 2-((1-aminoethylideneaminooxy)carbonyl)isonicotinate in toluene (1 L) was heated at reflux overnight. The obtained mixture was evaporated and purified by silica gel column chromatography to afford methyl 2-(3-methyl-1,2,4-oxadiazol-5-yl)isonicotinate as a white solid.